This data is from the Open Reaction Database (ORD), a public repository of structured organic reaction records. The task is: describe an organic reaction: reactants, conditions, products, and yield The reactants are [OH-].[K+] (potassium hydroxide), CO (methyl alcohol), ClCC1=CC=C(C(=O)C2=CC=CC=C2)C=C1 (4-(chloromethyl)benzophenone). The product is COCC1=CC=C(C(=O)C2=CC=CC=C2)C=C1 (4-(methoxymethyl)benzophenone). Isolated yield 88.5%. Reaction SMILES: [OH-:1].[K+].Cl[CH2:4][C:5]1[CH:18]=[CH:17][C:8]([C:9]([C:11]2[CH:16]=[CH:15][CH:14]=[CH:13][CH:12]=2)=[O:10])=[CH:7][CH:6]=1.[CH3:19]O>>[CH3:19][O:1][CH2:4][C:5]1[CH:18]=[CH:17][C:8]([C:9]([C:11]2[CH:16]=[CH:15][CH:14]=[CH:13][CH:12]=2)=[O:10])=[CH:7][CH:6]=1 |f:0.1|. Procedure: To 4 liters of absolute methyl alcohol was added 300 grams (4.5 moles) of 85% potassium hydroxide pellets with mechanical stirring. The amount of 618 grams (2.7 moles) of 4-(chloromethyl)benzophenone was added to the resulting warm solution. The reaction mixture was refluxed for three hours, filtered with suction, and concentrated. Water was added and the lower oily layer was separated and distilled to provide 530 grams (88.5% yield) of 4-(methoxymethyl)benzophenone as an almost colorless liquid...